Dataset: the Open Reaction Database (ORD), a public repository of structured organic reaction records. Task: describe an organic reaction: reactants, conditions, products, and yield The reactants are [Al+3], CCN(CC)C(=O)C1CN2CCC1C(NCc1cc(OC)ccc1OC)C2C(c1ccccc1)c1ccccc1, C1CCOC1, CC(C)=O, [H-], [H-], [H-], [H-], [Li+]. Product: CCN(CC)CC1CN2CCC1C(NCc1cc(OC)ccc1OC)C2C(c1ccccc1)c1ccccc1. RXN SMILES: [Al+3:42].[CH2:1]([CH3:2])[N:3]([C:4](=[O:5])[CH:6]1[CH2:7][N:8]2[CH:9]([CH:26]([c:27]3[cH:28][cH:29][cH:30][cH:31][cH:32]3)[c:33]3[cH:34][cH:35][cH:36][cH:37][cH:38]3)[CH:10]([NH:14][CH2:15][c:16]3[c:17]([O:24][CH3:25])[cH:18][cH:19][c:20]([O:22][CH3:23])[cH:21]3)[CH:11]1[CH2:12][CH2:13]2)[CH2:39][CH3:40].[CH2:47]1[O:48][CH2:49][CH2:50][CH2:51]1.[CH3:52][C:53](=[O:54])[CH3:55].[H-:41].[H-:44].[H-:45].[H-:46].[Li+:43]>>[CH2:1]([CH3:2])[N:3]([CH2:4][CH:6]1[CH2:7][N:8]2[CH:9]([CH:26]([c:27]3[cH:28][cH:29][cH:30][cH:31][cH:32]3)[c:33]3[cH:34][cH:35][cH:36][cH:37][cH:38]3)[CH:10]([NH:14][CH2:15][c:16]3[c:17]([O:24][CH3:25])[cH:18][cH:19][c:20]([O:22][CH3:23])[cH:21]3)[CH:11]1[CH2:12][CH2:13]2)[CH2:39][CH3:40]. The reactants are O=C([O-])[O-], N#Cc1ccc(OCc2ccccc2)c(O)c1, CCOC(=O)C(C)(C)N(C)c1c(F)c(F)nc(F)c1F, CC#N, CCOC(C)=O, [Cs+], [Cs+], [K+], [OH-]. Product: CCOC(=O)C(C)(C)N(C)c1c(F)c(F)nc(Oc2cc(C#N)ccc2OCc2ccccc2)c1F. Reaction SMILES: [C:38](=[O:39])([O-:40])[O-:41].[CH2:21]([c:22]1[cH:23][cH:24][cH:25][cH:26][cH:27]1)[O:28][c:29]1[c:30]([OH:37])[cH:31][c:32]([C:35]#[N:36])[cH:33][cH:34]1.[CH3:1][N:2]([C:3]([CH3:4])([CH3:5])[C:6](=[O:7])[O:8][CH2:9][CH3:10])[c:11]1[c:12]([F:20])[c:13]([F:19])[n:14][c:15]([F:18])[c:16]1[F:17].[CH3:46][C:47]#[N:48].[CH3:49][CH2:50][O:51][C:52](=[O:53])[CH3:54].[Cs+:42].[Cs+:43].[K+:45].[OH-:44]>>[CH3:1][N:2]([C:3]([CH3:4])([CH3:5])[C:6](=[O:7])[O:8][CH2:9][CH3:10])[c:11]1[c:12]([F:20])[c:13]([O:37][c:30]2[c:29]([O:28][CH2:21][c:22]3[cH:23][cH:24][cH:25][cH:26][cH:27]3)[cH:34][cH:33][c:32]([C:35]#[N:36])[cH:31]2)[n:14][c:15]([F:18])[c:16]1[F:17].